This data is from the Open Reaction Database (ORD), a public repository of structured organic reaction records. The task is: describe an organic reaction: reactants, conditions, products, and yield The reactants are C(CCC)C=1N(C(N(N1)C1=C(C=CC(=C1)C(=O)OC)Cl)=O)CC1=CC=C(C=C1)C1=C(C=CC=C1)S(NC(C)(C)C)(=O)=O (5-n-butyl-4-[[2'-(N-t-butylsulfamoyl)biphenyl-4-yl]methyl]-2-[5-(carbomethoxy)-2-chlorophenyl)-2,4-dihydro-3H-1,2,4-triazol-3-one), C(Cl)Cl (CH2Cl2). Solvent: CO (MeOH). Yields the product C(CCC)C=1N(C(N(N1)C1=C(C=CC(=C1)C(=O)OC)Cl)=O)CC1=CC=C(C=C1)C1=C(C=CC=C1)S(N)(=O)=O (5-n-Butyl-2-[5-(carbomethoxy)-2-chlorophenyl]-2,4-dihydro-4-[(2'-sulfamoylbiphenyl-4-yl)methyl]-3H-1,2,4,-triazol-3-one). The yield is 65.0%. As a reaction SMILES: [CH2:1]([C:5]1[N:6]([CH2:22][C:23]2[CH:28]=[CH:27][C:26]([C:29]3[CH:34]=[CH:33][CH:32]=[CH:31][C:30]=3[S:35](=[O:42])(=[O:41])[NH:36]C(C)(C)C)=[CH:25][CH:24]=2)[C:7](=[O:21])[N:8]([C:10]2[CH:15]=[C:14]([C:16]([O:18][CH3:19])=[O:17])[CH:13]=[CH:12][C:11]=2[Cl:20])[N:9]=1)[CH2:2][CH2:3][CH3:4].C(Cl)Cl>CO>[CH2:1]([C:5]1[N:6]([CH2:22][C:23]2[CH:28]=[CH:27][C:26]([C:29]3[CH:34]=[CH:33][CH:32]=[CH:31][C:30]=3[S:35](=[O:42])(=[O:41])[NH2:36])=[CH:25][CH:24]=2)[C:7](=[O:21])[N:8]([C:10]2[CH:15]=[C:14]([C:16]([O:18][CH3:19])=[O:17])[CH:13]=[CH:12][C:11]=2[Cl:20])[N:9]=1)[CH2:2][CH2:3][CH3:4]. Reported procedure: The title compound was prepared from 5-n-butyl-4-[[2'-(N-t-butylsulfamoyl)biphenyl-4-yl]methyl]-2-[5-(carbomethoxy)-2-chlorophenyl)-2,4-dihydro-3H-1,2,4-triazol-3-one (from Step B) according to the procedure of Example 13, Step B, and was obtained in 65% yield as a white solid after flash chromatography, mp 182°-184° C., homogenous by TLC (19:1 CH2Cl2 --MeOH); mass spectrum (FAB) m/e 555 (M+1)+. Starting materials: OC=1C(=C2CCCC(C2=CC1)=O)CCC (6-hydroxy-5-propyl-1,2,3,4-tetrahydronaphthalen-1-one), COC(CCC1=C(C=CC=C1CCCCCCOS(=O)(=O)C)OCCCCCC(=O)OC)=O (2-[(6-Methoxy-6-oxohexyl)oxy]-6-[6-[(methylsulfonyl)oxy]hexyl]benzenepropanoic Acid Methyl Ester). Yields the product C(=O)(O)CCCCCOC1=C(C(=CC=C1)CCCCCCOC1=C(C=2CCCC(C2C=C1)=O)CCC)CCC(=O)O (2-[(5-Carboxypentyl)oxy]-6-[6-[(5,6,7,8-tetrahydro-5-oxo-1-propyl-2-naphthalenyl)oxy]hexyl]benzenepropanoic Acid). As a reaction SMILES: [OH:1][C:2]1[C:3]([CH2:13][CH2:14][CH3:15])=[C:4]2[C:9](=[CH:10][CH:11]=1)[C:8](=[O:12])[CH2:7][CH2:6][CH2:5]2.C[O:17][C:18](=[O:48])[CH2:19][CH2:20][C:21]1[C:26]([CH2:27][CH2:28][CH2:29][CH2:30][CH2:31][CH2:32]OS(C)(=O)=O)=[CH:25][CH:24]=[CH:23][C:22]=1[O:38][CH2:39][CH2:40][CH2:41][CH2:42][CH2:43][C:44]([O:46]C)=[O:45]>>[C:44]([CH2:43][CH2:42][CH2:41][CH2:40][CH2:39][O:38][C:22]1[CH:23]=[CH:24][CH:25]=[C:26]([CH2:27][CH2:28][CH2:29][CH2:30][CH2:31][CH2:32][O:1][C:2]2[CH:11]=[CH:10][C:9]3[C:8](=[O:12])[CH2:7][CH2:6][CH2:5][C:4]=3[C:3]=2[CH2:13][CH2:14][CH3:15])[C:21]=1[CH2:20][CH2:19][C:18]([OH:48])=[O:17])([OH:46])=[O:45]. Procedure details: Using the procedure of example 184, 6-hydroxy-5-propyl-1,2,3,4-tetrahydronaphthalene-1-one from example 9 was converted into the title compound by alkylation with 2-[(6-methoxy-6-oxohexyl)oxy]-6-[6-[(methylsulfonyl)oxy]hexyl]benzenepropanoic acid methyl ester from example 156, followed by saponification, in 68% overall yield. The diacid product was a colorless solid, mp 100°-101° C., recrystallized from hexane-ethyl acetate. The reactants are COc1c(COS(C)(=O)=O)nc(OCc2ccccc2)c(CC(C)C)[n+]1[O-], Cc1ccccc1, [H-], [Na+], c1ccc2[nH]ccc2c1. Yields the product COc1c(Cc2c[nH]c3ccccc23)nc(OCc2ccccc2)c(CC(C)C)[n+]1[O-]. As a reaction SMILES: [CH2:3]([c:4]1[cH:5][cH:6][cH:7][cH:8][cH:9]1)[O:10][c:11]1[c:12]([CH2:26][CH:27]([CH3:28])[CH3:29])[n+:13]([O-:25])[c:14]([O:23][CH3:24])[c:15]([CH2:17][O:18][S:19]([CH3:20])(=[O:21])=[O:22])[n:16]1.[CH3:39][c:40]1[cH:41][cH:42][cH:43][cH:44][cH:45]1.[H-:1].[Na+:2].[nH:30]1[cH:31][cH:32][c:33]2[cH:34][cH:35][cH:36][cH:37][c:38]12>>[CH2:3]([c:4]1[cH:5][cH:6][cH:7][cH:8][cH:9]1)[O:10][c:11]1[c:12]([CH2:26][CH:27]([CH3:28])[CH3:29])[n+:13]([O-:25])[c:14]([O:23][CH3:24])[c:15]([CH2:17][c:32]2[cH:31][nH:30][c:38]3[c:33]2[cH:34][cH:35][cH:36][cH:37]3)[n:16]1.